Dataset: the Open Reaction Database (ORD), a public repository of structured organic reaction records. Task: describe an organic reaction: reactants, conditions, products, and yield Reactants: CN(CCCN1C2=C(N=C(C3=C1C=CC=C3)C3=CC=CC=C3)C=CC=N2)C (N,N-dimethyl-6-phenyl-11H-pyrido[2,3-b][1,4]benzodiazepine-11-propanamine), Cl (hydrochloric acid), C(C)(C)O (isopropyl alcohol). Product: NC=1C(=NC=CC1)N(C1=C(C=CC=C1)C(=O)C1=CC=CC=C1)CCCN(C)C ([2-[(3-Amino-2-pyridinyl)[3-(dimethylamino)propyl]amino]phenyl]phenylmethanone). RXN SMILES: [CH3:1][N:2]([CH3:27])[CH2:3][CH2:4][CH2:5][N:6]1[C:12]2[CH:13]=[CH:14][CH:15]=[CH:16][C:11]=2[C:10]([C:17]2[CH:22]=[CH:21][CH:20]=[CH:19][CH:18]=2)=[N:9][C:8]2[CH:23]=[CH:24][CH:25]=[N:26][C:7]1=2.Cl.C([OH:32])(C)C>>[NH2:9][C:8]1[C:7]([N:6]([CH2:5][CH2:4][CH2:3][N:2]([CH3:27])[CH3:1])[C:12]2[CH:13]=[CH:14][CH:15]=[CH:16][C:11]=2[C:10]([C:17]2[CH:22]=[CH:21][CH:20]=[CH:19][CH:18]=2)=[O:32])=[N:26][CH:25]=[CH:24][CH:23]=1. Procedure: A solution of N,N-dimethyl-6-phenyl-11H-pyrido[2,3-b][1,4]benzodiazepine-11-propanamine in isopropyl alcohol is treated with 25% hydrochloric acid at 0° C. to give a solution of the title compound. Starting materials: O=C([O-])[O-], CC(=O)OC(C)=O, O=CO, ClCCl, [K+], [K+], NCc1ncc2sccn12, O. Yields the product O=CNCc1ncc2sccn12. Reaction SMILES: [C:18](=[O:19])([O-:20])[O-:21].[CH3:11][C:12](=[O:13])[O:14][C:15](=[O:16])[CH3:17].[CH:28]([OH:29])=[O:30].[Cl:24][CH2:25][Cl:26].[K+:22].[K+:23].[NH2:1][CH2:2][c:3]1[n:4][cH:5][c:6]2[s:7][cH:8][cH:9][n:10]12.[OH2:27]>>[NH:1]([CH2:2][c:3]1[n:4][cH:5][c:6]2[s:7][cH:8][cH:9][n:10]12)[CH:12]=[O:13]. Reaction SMILES: [CH3:25][CH2:26][OH:27].[CH:1]1([c:7]2[n:8](-[c:13]3[c:14]([N+:20]([O-:21])=[O:22])[cH:15][cH:16][c:17]([F:19])[cH:18]3)[cH:9][c:10]([CH3:12])[n:11]2)[CH2:2][CH2:3][CH2:4][CH2:5][CH2:6]1.[H:23][H:24]>>[CH:1]1([c:7]2[n:8](-[c:13]3[c:14]([NH2:20])[cH:15][cH:16][c:17]([F:19])[cH:18]3)[cH:9][c:10]([CH3:12])[n:11]2)[CH2:2][CH2:3][CH2:4][CH2:5][CH2:6]1. The product is Cc1cn(-c2cc(F)ccc2N)c(C2CCCCC2)n1. Starting materials: CCO, Cc1cn(-c2cc(F)ccc2[N+](=O)[O-])c(C2CCCCC2)n1, [H][H]. Starting materials: C(C)(C)(C)OC(=O)N1CCC(CC1)Br (N-t butyloxycarbonyl-4-bromopiperidine), [N-]=[N+]=[N-].[Na+] (sodium azide), O (water). Solvent: CN(C=O)C (N,N-dimethylformamide). Run at temperature 60 celsius. Yields the product N(=[N+]=[N-])C1CCN(CC1)C(=O)OC(C)(C)C (4-Azido-N-t butyloxycarbonylpiperidine). Isolated yield 79.2%. RXN SMILES: [C:1]([O:5][C:6]([N:8]1[CH2:13][CH2:12][CH:11](Br)[CH2:10][CH2:9]1)=[O:7])([CH3:4])([CH3:3])[CH3:2].[N-:15]=[N+:16]=[N-:17].[Na+].O>CN(C)C=O>[N:15]([CH:11]1[CH2:12][CH2:13][N:8]([C:6]([O:5][C:1]([CH3:4])([CH3:3])[CH3:2])=[O:7])[CH2:9][CH2:10]1)=[N+:16]=[N-:17] |f:1.2|. Procedure details: To a solution of N-t butyloxycarbonyl-4-bromopiperidine (8.8 g, 33.5 mmol) in N,N-dimethylformamide (50 ml) was added sodium azide (6.5 g, 100.4 mmol) and the reaction mixture was heated at 60° C. for 18 hrs., cooled to room temperature, poured into water (200 ml) and extracted with dichloromethane (2×200 ml). The combined organic layers were washed with brine (2×50 ml), dried (MgSO4), filtered and concentrated under vacuum, to give the required product (6.0 g). 1H NMR (CDCl3) δ 1.28 (9H, s), 1.... Reactants: C(C)OC=1C=C(C=O)C=CC1OC (3-ethoxy-4-methoxybenzaldehyde), C(C)(=O)[O-].[NH4+] (ammonium acetate), C(CC(=O)O)(=O)O (malonic acid). Solvent: C(C)O (ethanol), C(C)O (ethanol). Reaction conditions: temperature 45 celsius, time 2 hour. The product is NC(CC(=O)O)C1=CC(=C(C=C1)OC)OCC (3-amino-3-(3'-ethoxy-4'-methoxyphenyl)propionic acid). Isolated yield 60.0%. RXN SMILES: [CH2:1]([O:3][C:4]1[CH:5]=[C:6]([CH:9]=[CH:10][C:11]=1[O:12][CH3:13])[CH:7]=O)[CH3:2].[C:14]([O-:17])(=[O:16])[CH3:15].[NH4+:18].C(O)(=O)CC(O)=O>C(O)C>[NH2:18][CH:7]([C:6]1[CH:9]=[CH:10][C:11]([O:12][CH3:13])=[C:4]([O:3][CH2:1][CH3:2])[CH:5]=1)[CH2:15][C:14]([OH:17])=[O:16] |f:1.2|. Procedure: A stirred mixture of 3-ethoxy-4-methoxybenzaldehyde (119.5 grams, 664 mmol) and ammonium acetate (148.3 grams, 1.92 mol) in ethanol (300 mL, 95%) was heated at 45° C. To the mixture was added malonic acid (69 grams, 664 mmol), followed by ethanol (100 mL, 95%). The mixture was refluxed for 18 hours. The mixture was cooled to room temperature and was stirred for 2 hours. The suspension was filtered and the solid was washed with cold ethanol (5×50 mL) to give 3-amino-3-(3'-ethoxy-4'-methoxyphenyl)... Starting materials: O=C1CCN(CC1)[C@@H]1[C@H](C[C@@H]2CC[C@H]3[C@@H]4C[C@@H]([C@@H]([C@@]4(C)CC[C@@H]3[C@]2(C1)C)O)N1CCCCC1)O.CC(=O)CC(=O)O (2β-(4-Oxo-1-piperidinyl)-16β-(1-piperidinyl)-5α-androstane-3α,17β-diol diacetate), [BH4-].[Na+] (sodium borohydride). Product: OC1CCN(CC1)[C@@H]1[C@H](C[C@@H]2CC[C@H]3[C@@H]4C[C@@H]([C@@H]([C@@]4(C)CC[C@@H]3[C@]2(C1)C)O)N1CCCCC1)O.CC(=O)CC(=O)O (2β-(4-hydroxy-1-piperidinyl)-16β-(1-piperidinyl)-5α-androstane-3α,17β-diol diacetate). The yield is 69.5%. As a reaction SMILES: [O:1]=[C:2]1[CH2:7][CH2:6][N:5]([C@H:8]2[CH2:25][C@@:24]3([CH3:26])[C@@H:11]([CH2:12][CH2:13][C@@H:14]4[C@@H:23]3[CH2:22][CH2:21][C@@:19]3([CH3:20])[C@H:15]4[CH2:16][C@H:17]([N:28]4[CH2:33][CH2:32][CH2:31][CH2:30][CH2:29]4)[C@@H:18]3[OH:27])[CH2:10][C@@H:9]2[OH:34])[CH2:4][CH2:3]1.[CH3:35][C:36]([CH2:38][C:39]([OH:41])=[O:40])=[O:37].[BH4-].[Na+]>>[OH:1][CH:2]1[CH2:7][CH2:6][N:5]([C@H:8]2[CH2:25][C@@:24]3([CH3:26])[C@@H:11]([CH2:12][CH2:13][C@@H:14]4[C@@H:23]3[CH2:22][CH2:21][C@@:19]3([CH3:20])[C@H:15]4[CH2:16][C@H:17]([N:28]4[CH2:33][CH2:32][CH2:31][CH2:30][CH2:29]4)[C@@H:18]3[OH:27])[CH2:10][C@@H:9]2[OH:34])[CH2:4][CH2:3]1.[CH3:35][C:36]([CH2:38][C:39]([OH:41])=[O:40])=[O:37] |f:0.1,2.3,4.5|. Procedure details: 2β-(4-Oxo-1-piperidinyl)-16β-(1-piperidinyl)-5α-androstane-3α,17β-diol-diacetate is reduced by using sodium borohydride as described in Example 1 to give the title compound in a yield of 69.5%, m.p.: 108°-110° C.